Dataset: the Open Reaction Database (ORD), a public repository of structured organic reaction records. Task: describe an organic reaction: reactants, conditions, products, and yield Starting materials: ClC1=C(C(=C(C2=C1CCN(CC2)C)SC2=CC=CC=C2)OC)OC (9-chloro-7,8-dimethoxy-3-methyl-6-phenylthio-2,3,4,5-tetrahydro-1H-3-benzazepine), CS(=O)(=O)O (methylsulfonic acid), solid, N[C@@H](CCSC)C(=O)O (methionine). Yields the product ClC1=C(C(=C(C2=C1CCN(CC2)C)SC2=CC=CC=C2)OC)O (9-chloro-8-hydroxy-7-methoxy-3-methyl-6-phenylthio-2,3,4,5-tetrahydro-1H-3-benzazepine). RXN SMILES: [Cl:1][C:2]1[C:7]2[CH2:8][CH2:9][N:10]([CH3:13])[CH2:11][CH2:12][C:6]=2[C:5]([S:14][C:15]2[CH:20]=[CH:19][CH:18]=[CH:17][CH:16]=2)=[C:4]([O:21][CH3:22])[C:3]=1[O:23]C.CS(O)(=O)=O.N[C@H](C(O)=O)CCSC>>[Cl:1][C:2]1[C:7]2[CH2:8][CH2:9][N:10]([CH3:13])[CH2:11][CH2:12][C:6]=2[C:5]([S:14][C:15]2[CH:16]=[CH:17][CH:18]=[CH:19][CH:20]=2)=[C:4]([O:21][CH3:22])[C:3]=1[OH:23]. Procedure details: To a solution of 0.8 g. (0.0022 mole) of 9-chloro-7,8-dimethoxy-3-methyl-6-phenylthio-2,3,4,5-tetrahydro-1H-3-benzazepine (prepared as in Example 15) in 10 ml. of methylsulfonic acid at room temperature is added 0.35 g. (0.0023 mole) of solid methionine all at once and the mixture is stirred for 4 hours. The reaction mixture is quenched in ice/water and made basic (pH 7.5) with concentrated ammonium hydroxide. The basic solution is extracted with methylene chloride and washed with saturated sodi... Starting materials: [H-].[Na+] (sodium hydride), OC1N(C(C2=CC=CC=C12)=O)C1=NC2=NC(=CC=C2C=C1)OC (3-hydroxy-2-(7-methoxy-1,8-naphthyridin-2-yl)-1-isoindolinone), C(C)(=O)NCCCC(=O)[O-].[Na+] (sodium 4-acetylaminobutanoate), C(C)(=O)NCCCC(=O)O (4-acetamidobutyric acid), P(=O)(OCC)(OCC)Cl (Diethyl chlorophosphate), [H-].[Na+] (sodium hydride). Run in CN(C=O)C (dimethylformamide), O (water), CN(C=O)C (dimethylformamide). Run at temperature 0 celsius, time 30 minute. The product is C(C)(=O)NCCCC(=O)OC1N(C(C2=CC=CC=C12)=O)C1=NC2=NC(=CC=C2C=C1)OC (2-(7-Methoxy-1,8-naphthyridin-2-yl)-3-oxo-1-isoindolinyl 4-acetylaminobutyrate). Reaction SMILES: [H-].[Na+].[OH:3][CH:4]1[C:12]2[C:7](=[CH:8][CH:9]=[CH:10][CH:11]=2)[C:6](=[O:13])[N:5]1[C:14]1[CH:23]=[CH:22][C:21]2[C:16](=[N:17][C:18]([O:24][CH3:25])=[CH:19][CH:20]=2)[N:15]=1.P(Cl)(OCC)(OCC)=O.[C:35]([NH:38][CH2:39][CH2:40][CH2:41][C:42]([O-])=[O:43])(=[O:37])[CH3:36].[Na+].C(NCCCC(O)=O)(=O)C>CN(C)C=O.O>[C:35]([NH:38][CH2:39][CH2:40][CH2:41][C:42]([O:13][CH:6]1[C:7]2[C:12](=[CH:11][CH:10]=[CH:9][CH:8]=2)[C:4](=[O:3])[N:5]1[C:14]1[CH:23]=[CH:22][C:21]2[C:16](=[N:17][C:18]([O:24][CH3:25])=[CH:19][CH:20]=2)[N:15]=1)=[O:43])(=[O:37])[CH3:36] |f:0.1,4.5|. Reported procedure: An oily suspension (50% by weight; 0.96 g) of sodium hydride is added in the course of 15 minutes to a suspension of 3-hydroxy-2-(7-methoxy-1,8-naphthyridin-2-yl)-1-isoindolinone (6.15 g) in anhydrous dimethylformamide (50 cc) while the temperature is maintained in the region of 0° C., the mixture then being stirred again for 30 minutes at 0° C. Diethyl chlorophosphate (2.9 cc) is then added dropwise in the course of 30 minutes while the temperature is maintained in the region of 0° C. A solutio...